Dataset: the Open Reaction Database (ORD), a public repository of structured organic reaction records. Task: describe an organic reaction: reactants, conditions, products, and yield The reactants are C(C1=CC=CC=C1)OP(=O)(OCC1=CC=CC=C1)OCCN1C=C(C(C2=CC(=CN=C12)C=1C=NC(=CC1C=1SC=C(N1)C(F)(F)F)NC(NCC)=O)=O)C(=O)OCC (ethyl 1-(2-{[bis(benzyloxy)phosphoryl]oxy}ethyl)-6-{6-[(ethylcarbamoyl)amino]-4-[4-(trifluoromethyl)-1,3-thiazol-2-yl]pyridin-3-yl}-4-oxo-1,4-dihydro-1,8-naphthyridine-3-carboxylate). The solvent is C(C)O (ethanol), [OH-].[K+] (potassium hydroxide). Reaction conditions: temperature 60 celsius. The product is C(C1=CC=CC=C1)OP(=O)(OCC1=CC=CC=C1)OCCN1C=C(C(C2=CC(=CN=C12)C=1C=NC(=CC1C=1SC=C(N1)C(F)(F)F)NC(NCC)=O)=O)C(=O)O (1-(2-{[bis(benzyloxy)phosphoryl]oxy}ethyl)-6-{6-[(ethylcarbamoyl)amino]-4-[4-(trifluoromethyl)-1,3-thiazol-2-yl]pyridin-3-yl}-4-oxo-1,4-dihydro-1,8-naphthyridine-3-carboxylic acid). The yield is 73.9%. RXN SMILES: [CH2:1]([O:8][P:9]([O:19][CH2:20][CH2:21][N:22]1[C:31]2[C:26](=[CH:27][C:28]([C:32]3[CH:33]=[N:34][C:35]([NH:47][C:48](=[O:52])[NH:49][CH2:50][CH3:51])=[CH:36][C:37]=3[C:38]3[S:39][CH:40]=[C:41]([C:43]([F:46])([F:45])[F:44])[N:42]=3)=[CH:29][N:30]=2)[C:25](=[O:53])[C:24]([C:54]([O:56]CC)=[O:55])=[CH:23]1)([O:11][CH2:12][C:13]1[CH:18]=[CH:17][CH:16]=[CH:15][CH:14]=1)=[O:10])[C:2]1[CH:7]=[CH:6][CH:5]=[CH:4][CH:3]=1>C(O)C.[OH-].[K+]>[CH2:12]([O:11][P:9]([O:19][CH2:20][CH2:21][N:22]1[C:31]2[C:26](=[CH:27][C:28]([C:32]3[CH:33]=[N:34][C:35]([NH:47][C:48](=[O:52])[NH:49][CH2:50][CH3:51])=[CH:36][C:37]=3[C:38]3[S:39][CH:40]=[C:41]([C:43]([F:46])([F:45])[F:44])[N:42]=3)=[CH:29][N:30]=2)[C:25](=[O:53])[C:24]([C:54]([OH:56])=[O:55])=[CH:23]1)([O:8][CH2:1][C:2]1[CH:7]=[CH:6][CH:5]=[CH:4][CH:3]=1)=[O:10])[C:13]1[CH:18]=[CH:17][CH:16]=[CH:15][CH:14]=1 |f:2.3|. Reported procedure: To a stirred suspension of ethyl 1-(2-{[bis(benzyloxy)phosphoryl]oxy}ethyl)-6-{6-[(ethylcarbamoyl)amino]-4-[4-(trifluoromethyl)-1,3-thiazol-2-yl]pyridin-3-yl}-4-oxo-1,4-dihydro-1,8-naphthyridine-3-carboxylate (Example 30, 210 mg, 0.2511 mmol) in ethanol (20 mL), 10% potassium hydroxide (0.2 mL) was added. The reaction mixture was heated to 60° C. for 30 min. After completion of the reaction, the reaction mixture was cooled to room temperature and concentrated under reduced pressure to a residue....